From a dataset of the Open Reaction Database (ORD), a public repository of structured organic reaction records. describe an organic reaction: reactants, conditions, products, and yield Reactants: NC1=C(C(=O)OC)C=CC=C1O (methyl 2-amino-3-hydroxybenzoate), C(C)(=O)OC(C)=O (acetic anhydride), C(C)(C)OC(C)C (diisopropyl ether). Solvent: N1=CC=CC=C1 (pyridine). Reaction conditions: temperature 20 celsius, time 8 hour. The product is C(C)(=O)NC1=C(C(=O)OC)C=CC=C1OC(C)=O (methyl 2-acetamido-3-acetoxybenzoate). Reaction SMILES: [NH2:1][C:2]1[C:11]([OH:12])=[CH:10][CH:9]=[CH:8][C:3]=1[C:4]([O:6][CH3:7])=[O:5].[C:13](OC(=O)C)(=[O:15])[CH3:14].[CH:20]([O:23]C(C)C)(C)[CH3:21]>N1C=CC=CC=1>[C:13]([NH:1][C:2]1[C:11]([O:12][C:20](=[O:23])[CH3:21])=[CH:10][CH:9]=[CH:8][C:3]=1[C:4]([O:6][CH3:7])=[O:5])(=[O:15])[CH3:14]. Procedure: To a solution of methyl 2-amino-3-hydroxybenzoate (882 mg) in pyridine (2 ml) was added acetic anhydride (1.2 ml) and the mixture was stirred at 20° C. for 8 hours. The reaction mixture was diluted with diisopropyl ether, and the resulting solid was collected and washed with diisopropyl ether. The solid was triturated with diisopropyl ether to give methyl 2-acetamido-3-acetoxybenzoate (1.25 g) as solid.